Dataset: the Open Reaction Database (ORD), a public repository of structured organic reaction records. Task: describe an organic reaction: reactants, conditions, products, and yield Reactants: [Cl-].[NH4+] (ammonium chloride), C1CCC2=NC3=C(NC(C21)=O)C=CC=C3 (2,3,9,10a-tetrahydrobenzo[b]cyclopenta[e][1,4]diazepin-10(1H)-one), [N+](=O)([O-])C1=CC=C(CBr)C=C1 (4-nitrobenzyl bromide), [H-].[Na+] (sodium hydride). Run in CN(C=O)C (N,N-dimethylformamide). Run at temperature 0 celsius, time 5 minute. Product: [N+](=O)([O-])C1=CC=C(CN2C3=C(N=C4C(C2=O)CCC4)C=CC=C3)C=C1 (9-(4-Nitrobenzyl)-2,3,9,10a-tetrahydrobenzo[b]cyclopenta[e][1,4]diazepin-10(1H)-one). The yield is 71.0%. RXN SMILES: [CH2:1]1[CH:10]2[C:4](=[N:5][C:6]3[CH:15]=[CH:14][CH:13]=[CH:12][C:7]=3[NH:8][C:9]2=[O:11])[CH2:3][CH2:2]1.[H-].[Na+].[N+:18]([C:21]1[CH:28]=[CH:27][C:24]([CH2:25]Br)=[CH:23][CH:22]=1)([O-:20])=[O:19].[Cl-].[NH4+]>CN(C)C=O>[N+:18]([C:21]1[CH:28]=[CH:27][C:24]([CH2:25][N:8]2[C:9](=[O:11])[CH:10]3[CH2:1][CH2:2][CH2:3][C:4]3=[N:5][C:6]3[CH:15]=[CH:14][CH:13]=[CH:12][C:7]2=3)=[CH:23][CH:22]=1)([O-:20])=[O:19] |f:1.2,4.5|. Procedure details: A suspension of 2,3,9,10a-tetrahydrobenzo[b]cyclopenta[e][1,4]diazepin-10(1H)-one (25.00 g, 0.125 mol.) in N,N-dimethylformamide (150 mL) was cooled to 0° C., to which was added sodium hydride (60% liquid paraffin dispersion, 5.00 g, 0.125 mol.). This mixture was stirred for 10 minutes at the same temperature and for 5 minutes at 20° C. This solution was cooled to 0° C., to which was added 4-nitrobenzyl bromide (28.32 g, 0.131 mol.), and the mixture was stirred for 10 minutes at 20° C. The react... The reactants are OC1=CC=C(O[C@@H](C(=O)O)C)C=C1 ((R)-2-(4-hydroxyphenoxy)propionic acid), C(CCCC)O (1-pentanol), OS(=O)(=O)O (H2SO4), B(O)(O)O (boric acid). Solvent: C1(=CC=CC=C1)C (toluene). Run at time 3 hour. Yields the product OC1=CC=C(O[C@@H](C(=O)OCCCCC)C)C=C1 (Pentyl (R)-2-(4-hydroxyphenoxy)propanoate). Yield: 57.0%. RXN SMILES: [OH:1][C:2]1[CH:13]=[CH:12][C:5]([O:6][C@H:7]([CH3:11])[C:8]([OH:10])=[O:9])=[CH:4][CH:3]=1.[CH2:14](O)[CH2:15][CH2:16][CH2:17][CH3:18].OS(O)(=O)=O.B(O)(O)O>C1(C)C=CC=CC=1>[OH:1][C:2]1[CH:3]=[CH:4][C:5]([O:6][C@H:7]([CH3:11])[C:8]([O:10][CH2:14][CH2:15][CH2:16][CH2:17][CH3:18])=[O:9])=[CH:12][CH:13]=1. Procedure: A mixture of the (R)-2-(4-hydroxyphenoxy)propionic acid (11 mmole) in toluene (30 ml), 1-pentanol (30 mmole), 98% H2SO4 (0.2 ml) and boric acid (0.1 g) was heated to reflux and water removed by azeotropic distillation on a Dean & Stark apparatus. After 3 hours the excess toluene was allowed to distil. The residue was allowed to cool and diluted with dichloromethane, washed with dilue HCl, water and saturated NaHCO3 solution, dried (MgSO4) and the crude product isolated by evaporation. This was d... Starting materials: O (water), [OH-].[Na+] (sodium hydroxide), O (water), NC(C(=O)OCC)(C)C1=NC=CC=N1 (ethyl 2-amino-2-(pyrimidin-2-yl)propanoate), [H-].[Al+3].[Li+].[H-].[H-].[H-] (lithium aluminum hydride), [H-].[Al+3].[Li+].[H-].[H-].[H-] (lithium aluminum hydride). Run in C1CCOC1 (THF), C1CCOC1 (THF). Run at time 7 hour. Product: NC(CO)(C)C1=NC=CC=N1 (2-amino-2-(pyrimidin-2-yl)propan-1-ol). The yield is 44.6%. RXN SMILES: [H-].[Al+3].[Li+].[H-].[H-].[H-].[NH2:7][C:8]([C:15]1[N:20]=[CH:19][CH:18]=[CH:17][N:16]=1)([CH3:14])[C:9](OCC)=[O:10].O.[OH-].[Na+]>C1COCC1>[NH2:7][C:8]([C:15]1[N:16]=[CH:17][CH:18]=[CH:19][N:20]=1)([CH3:14])[CH2:9][OH:10] |f:0.1.2.3.4.5,8.9|. Procedure: To a mixture of 4 mg of lithium aluminum hydride and 0.2 ml of THF was added dropwise a solution of 20 mg of ethyl 2-amino-2-(pyrimidin-2-yl)propanoate in 0.2 ml of THF at 0° C. solution, followed by stirring at the same temperature for 7 hours. 2.5 mg of lithium aluminum hydride was added thereto, followed by stirring at 0° C. for 1 hour. 32 μl of water, 32 μl of a 15% aqueous sodium hydroxide solution, and 96 μl of water were sequentially added thereto at 0° C. The insoluble materials of the r... The reactants are [NH4+].[Cl-] (NH4Cl), CC1=C(OCC#N)C(=CC=C1)COCCCOCC1=NC2=CC=CC=C2C=C1 ({2-Methyl-6-[3-(quinolin-2-ylmethoxy)-propoxymethyl]-phenoxy}-acetonitrile), [OH-].[Na+] (NaOH), Cl (HCl), C(C)(=O)OCC (ethyl acetate). Solvent: C(C)O (ethanol). Reaction conditions: temperature 60 celsius. The product is CC1=C(OCC(=O)O)C(=CC=C1)COCCCOCC1=NC2=CC=CC=C2C=C1 ({2-Methyl-6-[3-(quinolin-2-ylmethoxy)-propoxvmethyl]-phenoxy}-acetic Acid). RXN SMILES: [CH3:1][C:2]1[CH:11]=[CH:10][CH:9]=[C:8]([CH2:12][O:13][CH2:14][CH2:15][CH2:16][O:17][CH2:18][C:19]2[CH:28]=[CH:27][C:26]3[C:21](=[CH:22][CH:23]=[CH:24][CH:25]=3)N=2)[C:3]=1OCC#N.[OH-:29].[Na+].Cl.[NH4+:32].[Cl-].[C:34]([O:37]CC)(=[O:36])[CH3:35]>C(O)C>[CH3:1][C:2]1[CH:11]=[CH:10][CH:9]=[C:8]([CH2:12][O:13][CH2:14][CH2:15][CH2:16][O:17][CH2:18][C:19]2[CH:28]=[CH:27][C:26]3[C:25](=[CH:24][CH:23]=[CH:22][CH:21]=3)[N:32]=2)[C:3]=1[O:29][CH2:35][C:34]([OH:37])=[O:36] |f:1.2,4.5|. Procedure: {2-Methyl-6-[3-(quinolin-2-ylmethoxy)-propoxymethyl]-phenoxy}-acetonitrile (333 mg, 0.89 mmol, EXAMPLE 6a) is dissolved in ethanol (8 mL). 10 N NaOH (900 μL, 9.0 mmol) is added and the contents heated to 60° C. for 2 hrs. The reaction is cooled to r.t. and the pH adjusted to ˜4 with 2 N HCl. The contents are partioned between aq. NH4Cl (10%, 100 mL) and ethyl acetate (100 mL). The aqueous layer is further extracted with ethyl acetate (2×75 mL). The organic fractions are combined and washed with ... Reactants: FC=1C=C(C=CC1)CCNC1=NC=CC(=N1)C1=CC(=CC=C1)CN(CCC)C1CCNCC1 (2-(3-Fluoro-phenyl)-ethyl-(4-{3-[(piperidin-4-yl-propyl-amino)-methyl]-phenyl}-pyrimidin-2-yl)-amine), C(C)(C)(C)OC(=O)N1CCC(CC1)N(CCC)CC1=CC(=CC=C1)C1=NC(=NC=C1)Cl (4-{[3-(2-Chloro-pyrimidin-4-yl)-benzyl]-propyl-amino}-piperidine-1-carboxylic acid tert-butyl ester), FC=1C=C(CCN)C=CC1 (3-fluorophenethylamine). The product is FC1=C(C=CC(=C1)CCNC1=NC=CC(=N1)C1=CC(=CC=C1)CN(CCC)C1CCNCC1)O (2-Fluoro-4-[2-(4-{3-[(piperidin-4-yl-propyl-amino)-methyl]-phenyl}-pyrimidin-2-ylamino)-ethyl]-phenol). Reaction SMILES: [F:1][C:2]1[CH:3]=[C:4]([CH2:8][CH2:9][NH:10][C:11]2[N:16]=[C:15]([C:17]3[CH:22]=[CH:21][CH:20]=[C:19]([CH2:23][N:24]([CH:28]4[CH2:33][CH2:32][NH:31][CH2:30][CH2:29]4)[CH2:25][CH2:26][CH3:27])[CH:18]=3)[CH:14]=[CH:13][N:12]=2)[CH:5]=[CH:6][CH:7]=1.C([O:38]C(N1CCC(N(CC2C=CC=C(C3C=CN=C(Cl)N=3)C=2)CCC)CC1)=O)(C)(C)C.FC1C=C(C=CC=1)CCN>>[F:1][C:2]1[CH:3]=[C:4]([CH2:8][CH2:9][NH:10][C:11]2[N:16]=[C:15]([C:17]3[CH:22]=[CH:21][CH:20]=[C:19]([CH2:23][N:24]([CH:28]4[CH2:33][CH2:32][NH:31][CH2:30][CH2:29]4)[CH2:25][CH2:26][CH3:27])[CH:18]=3)[CH:14]=[CH:13][N:12]=2)[CH:5]=[CH:6][C:7]=1[OH:38]. Procedure: [2-(3-Fluoro-phenyl)-ethyl-(4-{3-[(piperidin-4-yl-propyl-amino)-methyl]-phenyl}-pyrimidin-2-yl)-amine: Intermediate 93 was coupled with 3-fluorophenethylamine following procedure F. The resulting product was deprotected following procedure G. The product was purified by HPLC. LC-MS showed the product had the expected M+H+ of 448. 1H NMR (Varian 300 MHz, DMSO, shifts relative to the solvent peak at 2.50 ppm) δ 8.3 (d, 1H), 8.0 (s, 1H), 7.9 (d, 1H), 7.4 (m, 2H), 7.3 (m, 2H), 7.1 (d, 2H), 7.0 (d, 1...